This data is from the Open Reaction Database (ORD), a public repository of structured organic reaction records. The task is: describe an organic reaction: reactants, conditions, products, and yield Starting materials: [Al+3], Clc1cccc(Nc2ncnc3[nH]nc(NCc4ccccc4)c23)c1, [Cl-], [Cl-], [Cl-], c1ccccc1. Yields the product Nc1n[nH]c2ncnc(Nc3cccc(Cl)c3)c12. Reaction SMILES: [Al+3:27].[CH2:1]([c:2]1[cH:3][cH:4][cH:5][cH:6][cH:7]1)[NH:8][c:9]1[n:10][nH:11][c:12]2[n:13][cH:14][n:15][c:16]([NH:18][c:19]3[cH:20][c:21]([Cl:25])[cH:22][cH:23][cH:24]3)[c:17]12.[Cl-:26].[Cl-:28].[Cl-:29].[cH:30]1[cH:31][cH:32][cH:33][cH:34][cH:35]1>>[NH2:8][c:9]1[n:10][nH:11][c:12]2[n:13][cH:14][n:15][c:16]([NH:18][c:19]3[cH:20][c:21]([Cl:25])[cH:22][cH:23][cH:24]3)[c:17]12. Starting materials: ClC=1C=C2C(=NC1)N(C=C2C2=NC=C(C(=N2)S(=O)C)F)S(=O)(=O)C2=CC=C(C=C2)C (5-chloro-3-(5-fluoro-4-methylsulfinyl-pyrimidin-2-yl)-1-(p-tolylsulfonyl)pyrrolo[2,3-b]pyridine), ClC=1C=C2C(=NC1)N(C=C2B2OC(C(O2)(C)C)(C)C)S(=O)(=O)C2=CC=C(C=C2)C (5-chloro-1-(p-tolylsulfonyl)-3-(4,4,5,5-tetramethyl-1,3,2-dioxaborolan-2-yl)pyrrolo[2,3-b]pyridine), N[C@@H]1[C@H](CCCC1)C(=O)O ((1S,2S)-2-aminocyclohexanecarboxylic acid), CCN(C(C)C)C(C)C (iPr2NEt), C(=O)([O-])[O-].[Na+].[Na+] (Na2CO3). Solvent: CCO (EtOH), C1CCOC1 (THF), C1CCOC1.CC#N (THF CH3CN). The product is ClC=1C=C2C(=NC1)NC=C2C2=NC=C(C(=N2)NC2(C(CCCC2)O)O)F ((2-(5-chloro-1H-pyrrolo[2,3-b]pyridin-3-yl)-5-fluoropyrimidin-4-ylamino)cyclohexane-1,2-diol). As a reaction SMILES: N[C@H:2]1[CH2:7][CH2:6]CC[C@@H:3]1[C:8](O)=[O:9].CC[N:13](C(C)C)C(C)C.[C:20]([O-:23])([O-])=O.[Na+].[Na+].ClC1C=C2C(B3OC(C)(C)C(C)(C)O3)=CN(S(C3C=CC(C)=CC=3)(=O)=O)C2=NC=1.[Cl:55][C:56]1[CH:57]=[C:58]2[C:64]([C:65]3[N:70]=[C:69](S(C)=O)[C:68]([F:74])=[CH:67][N:66]=3)=[CH:63][N:62](S(C3C=CC(C)=CC=3)(=O)=O)[C:59]2=[N:60][CH:61]=1>CCO.C1COCC1.C1COCC1.CC#N>[Cl:55][C:56]1[CH:57]=[C:58]2[C:64]([C:65]3[N:70]=[C:69]([NH:13][C:20]4([OH:23])[CH2:6][CH2:7][CH2:2][CH2:3][CH:8]4[OH:9])[C:68]([F:74])=[CH:67][N:66]=3)=[CH:63][NH:62][C:59]2=[N:60][CH:61]=1 |f:2.3.4,9.10|. Reported procedure: (1S,2S)-2-aminocyclohexanecarboxylic acid, iPr2NEt, Na2CO3, THF—CH3CN (3:1), 135° C. microwave; (b) 1N LiOH, THF, microwave, 120° C.; (c) 4NHCl-dioxane, EtOH, 70° C. The reactants are C(C)OC(CN1C=CC2=CC=C(C=C12)OCCCC#CC1=CC(=CC=C1)OC(F)(F)F)=O ({6-[5-(3-trifluoromethoxy-phenyl)-pent-4-ynyloxy]-indol-1-yl}-acetic acid ethyl ester), [Li+].[OH-] (LiOH). The product is FC(OC=1C=C(C=CC1)C#CCCCOC1=CC=C2C=CN(C2=C1)CC(=O)O)(F)F ({6-[5-(3-Trifluoromethoxy-phenyl)-pent-4-ynyloxy]-indol-1-yl}-acetic acid). RXN SMILES: C([O:3][C:4](=[O:32])[CH2:5][N:6]1[C:14]2[C:9](=[CH:10][CH:11]=[C:12]([O:15][CH2:16][CH2:17][CH2:18][C:19]#[C:20][C:21]3[CH:26]=[CH:25][CH:24]=[C:23]([O:27][C:28]([F:31])([F:30])[F:29])[CH:22]=3)[CH:13]=2)[CH:8]=[CH:7]1)C.[Li+].[OH-]>>[F:30][C:28]([F:29])([F:31])[O:27][C:23]1[CH:22]=[C:21]([C:20]#[C:19][CH2:18][CH2:17][CH2:16][O:15][C:12]2[CH:13]=[C:14]3[C:9]([CH:8]=[CH:7][N:6]3[CH2:5][C:4]([OH:32])=[O:3])=[CH:10][CH:11]=2)[CH:26]=[CH:25][CH:24]=1 |f:1.2|. Reported procedure: In analogy to the procedure described for example 1 e], {6-[5-(3-trifluoromethoxy-phenyl)-pent-4-ynyloxy]-indol-1-yl}-acetic acid ethyl ester was treated with LiOH to obtain the title compound as green crystals. Starting materials: COc1cc2c(Oc3cccc(N)c3)ncnc2cc1OCc1ccccc1, CCO, [H][H], [Pd]. Product: COc1cc2c(Oc3cccc(N)c3)ncnc2cc1O. RXN SMILES: [CH2:1]([c:2]1[cH:3][cH:4][cH:5][cH:6][cH:7]1)[O:8][c:9]1[c:10]([O:27][CH3:28])[cH:11][c:12]2[c:13]([O:19][c:20]3[cH:21][c:22]([NH2:23])[cH:24][cH:25][cH:26]3)[n:14][cH:15][n:16][c:17]2[cH:18]1.[CH3:31][CH2:32][OH:33].[H:29][H:30].[Pd:34]>>[OH:8][c:9]1[c:10]([O:27][CH3:28])[cH:11][c:12]2[c:13]([O:19][c:20]3[cH:21][c:22]([NH2:23])[cH:24][cH:25][cH:26]3)[n:14][cH:15][n:16][c:17]2[cH:18]1. The reactants are C(C)(CC)C1=C(C(=CC=C1)C(C)CC)N=C=S (2,6-di-sec.-butyl-phenyl isothiocyanate), C(C)(C)N (isopropylamine), Cl (hydrochloric acid). Conditions: time 3 hour. Product: C(C)(CC)C1=C(C(=CC=C1)C(C)CC)NC(=S)NC(C)C (N-(2,6-Di-sec.-butyl-phenyl)-N'-isopropyl-thiourea). As a reaction SMILES: [CH:1]([C:5]1[CH:10]=[CH:9][CH:8]=[C:7]([CH:11]([CH2:13][CH3:14])[CH3:12])[C:6]=1[N:15]=[C:16]=[S:17])([CH2:3][CH3:4])[CH3:2].[CH:18]([NH2:21])([CH3:20])[CH3:19].Cl>>[CH:11]([C:7]1[CH:8]=[CH:9][CH:10]=[C:5]([CH:1]([CH2:3][CH3:4])[CH3:2])[C:6]=1[NH:15][C:16]([NH:21][CH:18]([CH3:20])[CH3:19])=[S:17])([CH2:13][CH3:14])[CH3:12]. Procedure: 15.0 g of 2,6-di-sec.-butyl-phenyl isothiocyanate are introduced, whilst cooling, into 20 g of a 65% strength aqueous solution of isopropylamine. After stirring for 3 hours at 20°, the batch is stirred into dilute hydrochloric acid, the reaction product which has precipitated in a crystalline form is filtered off and washed until neutral, and the paste is triturated with 50% strength methanol, again filtered off and dried.